This data is from the Open Reaction Database (ORD), a public repository of structured organic reaction records. The task is: describe an organic reaction: reactants, conditions, products, and yield The product is COc1ccc2c(-c3ccccc3)nc(Nc3cc(C)[nH]n3)cc2c1OC. As a reaction SMILES: [Cl:1][c:2]1[n:3][c:4]([NH:16][c:17]2[n:18][nH:19][c:20]([CH3:22])[cH:21]2)[cH:5][c:6]2[c:7]([O:14][CH3:15])[c:8]([O:12][CH3:13])[cH:9][cH:10][c:11]12.[OH:23][B:24]([OH:25])[c:26]1[cH:27][cH:28][cH:29][cH:30][cH:31]1>>[c:2]1(-[c:26]2[cH:27][cH:28][cH:29][cH:30][cH:31]2)[n:3][c:4]([NH:16][c:17]2[n:18][nH:19][c:20]([CH3:22])[cH:21]2)[cH:5][c:6]2[c:7]([O:14][CH3:15])[c:8]([O:12][CH3:13])[cH:9][cH:10][c:11]12. Reactants: COc1ccc2c(Cl)nc(Nc3cc(C)[nH]n3)cc2c1OC, OB(O)c1ccccc1. RXN SMILES: [CH:48]([Cl:49])([Cl:50])[Cl:51].[Cl:37][c:38]1[cH:39][cH:40][cH:41][c:42]([C:43]([O:44][OH:46])=[O:45])[cH:47]1.[o:1]1[c:2]([C:10](=[O:11])[NH:12][C:13]2([C:19](=[O:20])[NH:21][CH:22]3[CH:23]([OH:36])[CH2:24][N:25]([c:28]4[c:29]([CH:34]=[O:35])[cH:30][cH:31][cH:32][cH:33]4)[CH2:26][CH2:27]3)[CH2:14][CH2:15][CH2:16][CH2:17][CH2:18]2)[cH:3][c:4]2[c:5]1[cH:6][cH:7][cH:8][cH:9]2>>[o:1]1[c:2]([C:10](=[O:11])[NH:12][C:13]2([C:19](=[O:20])[NH:21][CH:22]3[CH:23]([OH:36])[CH2:24][N:25]([c:28]4[c:29]([OH:45])[cH:30][cH:31][cH:32][cH:33]4)[CH2:26][CH2:27]3)[CH2:14][CH2:15][CH2:16][CH2:17][CH2:18]2)[cH:3][c:4]2[c:5]1[cH:6][cH:7][cH:8][cH:9]2. The reactants are ClC(Cl)Cl, O=C(OO)c1cccc(Cl)c1, O=Cc1ccccc1N1CCC(NC(=O)C2(NC(=O)c3cc4ccccc4o3)CCCCC2)C(O)C1. Product: O=C(NC1(C(=O)NC2CCN(c3ccccc3O)CC2O)CCCCC1)c1cc2ccccc2o1. Starting materials: ClC1=CC(=NC2=CC(=CC=C12)OC)C1=CC=C(C=C1)Cl (4-chloro-2-(4-chloro-phenyl)-7-methoxy-quinoline), NCC(CN)O (1,3-diamino-2-propanol). Product: Cl.NCC(CNC1=CC(=NC2=CC(=CC=C12)OC)C1=CC=C(C=C1)Cl)O ((RS)-1-Amino-3-[2-(4-chloro-phenyl)-7-methoxy-quinolin-4-ylamino]-propan-2-ol hydrochloride). As a reaction SMILES: [Cl:1][C:2]1[C:11]2[C:6](=[CH:7][C:8]([O:12][CH3:13])=[CH:9][CH:10]=2)[N:5]=[C:4]([C:14]2[CH:19]=[CH:18][C:17]([Cl:20])=[CH:16][CH:15]=2)[CH:3]=1.[NH2:21][CH2:22][CH:23]([OH:26])[CH2:24][NH2:25]>>[ClH:1].[NH2:21][CH2:22][CH:23]([OH:26])[CH2:24][NH:25][C:2]1[C:11]2[C:6](=[CH:7][C:8]([O:12][CH3:13])=[CH:9][CH:10]=2)[N:5]=[C:4]([C:14]2[CH:19]=[CH:18][C:17]([Cl:20])=[CH:16][CH:15]=2)[CH:3]=1 |f:2.3|. Procedure: The title compound, m.p. 269-271° C. and MS: m/e=358.1 (M+H+), was prepared from 4-chloro-2-(4-chloro-phenyl)-7-methoxy-quinoline and 1,3-diamino-2-propanol. Starting materials: N#Cc1cc(=O)c2ccc(O)cc2o1, O=C([O-])[O-], CC(C)=O, ClCCCBr, [K+], [K+]. Product: N#Cc1cc(=O)c2ccc(OCCCCl)cc2o1. RXN SMILES: [C:1](#[N:2])[c:3]1[o:4][c:5]2[c:6]([c:7](=[O:9])[cH:8]1)[cH:10][cH:11][c:12]([OH:14])[cH:13]2.[C:20](=[O:21])([O-:22])[O-:23].[CH3:26][C:27](=[O:28])[CH3:29].[Cl:15][CH2:16][CH2:17][CH2:18][Br:19].[K+:24].[K+:25]>>[C:1](#[N:2])[c:3]1[o:4][c:5]2[c:6]([c:7](=[O:9])[cH:8]1)[cH:10][cH:11][c:12]([O:14][CH2:18][CH2:17][CH2:16][Cl:15])[cH:13]2.